The task is: describe an organic reaction: reactants, conditions, products, and yield. This data is from the Open Reaction Database (ORD), a public repository of structured organic reaction records. Reactants: [Al], CCOC(=O)c1cc2cc(-c3cccc(C)c3)ccc2n1Cc1ccc(C)cc1, [Li]. Product: Cc1ccc(Cn2c(CO)cc3cc(-c4cccc(C)c4)ccc32)cc1. Reaction SMILES: [Al:30].[CH3:1][c:2]1[cH:3][cH:4][c:5]([CH2:6][n:7]2[c:8]([C:23](=[O:24])[O:25][CH2:26][CH3:27])[cH:9][c:10]3[cH:11][c:12](-[c:16]4[cH:17][c:18]([CH3:22])[cH:19][cH:20][cH:21]4)[cH:13][cH:14][c:15]23)[cH:28][cH:29]1.[Li:31]>>[CH3:1][c:2]1[cH:3][cH:4][c:5]([CH2:6][n:7]2[c:8]([CH2:23][OH:24])[cH:9][c:10]3[cH:11][c:12](-[c:16]4[cH:17][c:18]([CH3:22])[cH:19][cH:20][cH:21]4)[cH:13][cH:14][c:15]23)[cH:28][cH:29]1. The reactants are CC(C)=O, O=CCCl, C1=NCCCN1. The product is O=CCN1C=NCCC1. As a reaction SMILES: [CH3:11][C:12](=[O:13])[CH3:14].[Cl:7][CH2:8][CH:9]=[O:10].[NH:1]1[CH:2]=[N:3][CH2:4][CH2:5][CH2:6]1>>[N:1]1=[CH:2][N:3]([CH2:8][CH:9]=[O:10])[CH2:4][CH2:5][CH2:6]1. Starting materials: CN, CC1=C(c2ccncc2)SC(OC(=O)c2cccc(Cl)c2)C(=O)N1. Yields the product CNC1SC(c2ccncc2)=C(C)NC1=O. Reaction SMILES: [CH3:25][NH2:26].[Cl:1][c:2]1[cH:3][c:4]([C:22]([O:23][CH:8]2[S:9][C:10]([c:16]3[cH:17][cH:18][n:19][cH:20][cH:21]3)=[C:11]([CH3:15])[NH:12][C:13]2=[O:14])=[O:24])[cH:5][cH:6][cH:7]1>>[CH:8]1([NH:26][CH3:25])[S:9][C:10]([c:16]2[cH:17][cH:18][n:19][cH:20][cH:21]2)=[C:11]([CH3:15])[NH:12][C:13]1=[O:14]. Reaction SMILES: [CH:1](O)([C:8]1[CH:13]=[CH:12][CH:11]=[CH:10][CH:9]=1)[C:2]1[CH:7]=[CH:6][CH:5]=[CH:4][CH:3]=1.[OH:15][C:16]1[CH:21]=[CH:20][CH:19]=[CH:18][N:17]=1.S(=O)(=O)(O)O>>[C:2]1([CH:1]([C:8]2[CH:13]=[CH:12][CH:11]=[CH:10][CH:9]=2)[N:17]2[CH:18]=[CH:19][CH:20]=[CH:21][C:16]2=[O:15])[CH:7]=[CH:6][CH:5]=[CH:4][CH:3]=1. The product is C1(=CC=CC=C1)C(N1C(C=CC=C1)=O)C1=CC=CC=C1 (N-Diphenylmethyl-2-pyridone). Procedure details: Combine 92.1 g (0.5 mole) of benzhydrol with 142.7 g. (1.5 mole) of 2-hydroxypyridine and heat to 190° C. with stirring. Add 1.5 ml. of concentrated sulfuric acid and follow the procedure of Example III, step A to obtain thereby the product of this step yield 68 g., m.p. 142°-145° C. Reactants: C(C1=CC=CC=C1)(C1=CC=CC=C1)O (benzhydrol), OC1=NC=CC=C1 (2-hydroxypyridine), S(O)(O)(=O)=O (sulfuric acid). Starting materials: COC(=O)C1CC2=C(C=CC=C2CC1)OC (8-Methoxy-1,2,3,4-tetrahydro-naphthalene-2-carboxylic acid methyl ester), B(Br)(Br)Br (BBr3). The solvent is ClCCl (dichloromethane). Reaction conditions: time 3 hour. Yields the product OC=1C=CC=C2CCC(CC12)C(=O)O (8-hydroxy-1,2,3,4-tetrahydro-naphthalene-2-carboxylic acid). The yield is 76.7%. RXN SMILES: C[O:2][C:3]([CH:5]1[CH2:14][CH2:13][C:12]2[C:7](=[C:8]([O:15]C)[CH:9]=[CH:10][CH:11]=2)[CH2:6]1)=[O:4].B(Br)(Br)Br>ClCCl>[OH:15][C:8]1[CH:9]=[CH:10][CH:11]=[C:12]2[C:7]=1[CH2:6][CH:5]([C:3]([OH:4])=[O:2])[CH2:14][CH2:13]2. Procedure: To 8-Methoxy-1,2,3,4-tetrahydro-naphthalene-2-carboxylic acid methyl ester (660 mg, 3.0 mmol) in dichloromethane (3.0 mL) was added BBr3 (1 M, 3.0 mL, 3.0 mmol) at −78° C. The mixture was stirred for 3 hour and then worked up to give 8-hydroxy-1,2,3,4-tetrahydro-naphthalene-2-carboxylic acid (470 mg, 2.3 mmol, 77%). Starting materials: C(C#C)(=O)OCC=C(C)C (3-methyl-2-butenyl propiolate), C(CCC)[Li] (n-butyllithium), C1OC=2C=C(C=O)C=CC2O1 (3,4-methylenedioxybenzaldehyde), [Cl-].[NH4+] (ammonium chloride). Solvent: O1CCCC1 (tetrahydrofuran), O1CCCC1 (tetrahydrofuran). Conditions: time 10 minute. Product: OC(C#CC(=O)OCC=C(C)C)C1=CC2=C(C=C1)OCO2 (3-methyl-2-butenyl 4-hydroxy-4-[3,4-(methylenedioxy)phenyl]-2-butynoate). As a reaction SMILES: [C:1]([O:5][CH2:6][CH:7]=[C:8]([CH3:10])[CH3:9])(=[O:4])[C:2]#[CH:3].C([Li])CCC.[CH2:16]1[O:26][C:25]2[CH:24]=[CH:23][C:20]([CH:21]=[O:22])=[CH:19][C:18]=2[O:17]1.[Cl-].[NH4+]>O1CCCC1>[OH:22][CH:21]([C:20]1[CH:23]=[CH:24][C:25]2[O:26][CH2:16][O:17][C:18]=2[CH:19]=1)[C:3]#[C:2][C:1]([O:5][CH2:6][CH:7]=[C:8]([CH3:10])[CH3:9])=[O:4] |f:3.4|. Procedure: A solution of 10 g (72 mmol) of 3-methyl-2-butenyl propiolate in 100 ml of tetrahydrofuran was treated at -78° under argon with 47 ml of n-butyllithium (1.6M in hexane). The mixture was stirred at -78° for 10 minutes and then a solution of 10.9 g (72 mmol) of 3,4-methylenedioxybenzaldehyde in 120 ml of tetrahydrofuran was added within 30 minutes. The reaction mixture was stirred at -78° for a further 30 minutes then brought to room temperature and treated with 120 ml of saturated ammonium chlori...